From a dataset of the Open Reaction Database (ORD), a public repository of structured organic reaction records. describe an organic reaction: reactants, conditions, products, and yield The reactants are CN(C(C(F)(F)F)=O)C (N,N-dimethyltrifluoroacetamide), C([O-])(O)=O.[Na+] (sodium bicarbonate), COC1=CC=C(C=C1)C=1N=CN(C1C1=CC=C(C=C1)OC)C(C)OCC (4,5-bis(4-methoxyphenyl)-1-(α-ethoxyethyl)imidazole), CN(CCN(C)C)C (tetramethylethylenediamine), C(CCC)[Li] (n-butyl lithium). The solvent is C1CCOC1 (THF), C1CCOC1 (THF). Reaction conditions: time 15 minute. Yields the product COC1=CC=C(C=C1)C=1N=C(N(C1C1=CC=C(C=C1)OC)C(C)OCC)C(C(F)(F)F)=O (1-[ 4,5-bis(4-methoxyphenyl)-1-(α-ethoxyethyl)-1H-imidazol-2-yl]2,2,2-trifluoro-1-ethanone). Isolated yield 50.2%. RXN SMILES: [CH3:1][O:2][C:3]1[CH:8]=[CH:7][C:6]([C:9]2[N:10]=[CH:11][N:12]([CH:22]([O:24][CH2:25][CH3:26])[CH3:23])[C:13]=2[C:14]2[CH:19]=[CH:18][C:17]([O:20][CH3:21])=[CH:16][CH:15]=2)=[CH:5][CH:4]=1.CN(C)CCN(C)C.C([Li])CCC.CN(C)[C:42](=[O:47])[C:43]([F:46])([F:45])[F:44].C(=O)(O)[O-].[Na+]>C1COCC1>[CH3:1][O:2][C:3]1[CH:4]=[CH:5][C:6]([C:9]2[N:10]=[C:11]([C:42](=[O:47])[C:43]([F:46])([F:45])[F:44])[N:12]([CH:22]([O:24][CH2:25][CH3:26])[CH3:23])[C:13]=2[C:14]2[CH:19]=[CH:18][C:17]([O:20][CH3:21])=[CH:16][CH:15]=2)=[CH:7][CH:8]=1 |f:4.5|. Procedure details: To a stirred solution of 14.12 g (40 mmoles) 4,5-bis(4-methoxyphenyl)-1-(α-ethoxyethyl)imidazole and 4.64 g tetramethylethylenediamine in 100 ml of dry THF under an atmosphere of nitrogen and cooled at -78° was added dropwise 30 ml of 1.6 M n-butyl lithium solution. After stirring for 15 minutes, a solution of 5.7 g (40.1 mmoles) N,N-dimethyltrifluoroacetamide in 30 ml of dry THF was added dropwise. After the addition was complete, the reaction mixture was stirred for 1 hour, with continued cool... Reactants: [N+](=O)([O-])C=1C=C(C=CC1)NC1=NC=CC(=N1)C=1C=NC=CC1 (N-(3-nitrophenyl)-4-(3-pyridyl)-2-pyrimidine-amine), ClC1=CC(=CC=C1)C(=O)OO (3-chloroperbenzoic acid). Solvent: C(Cl)Cl (methylene chloride), C(Cl)Cl (methylene chloride). Run at time 20 hour. Yields the product [N+](=O)([O-])C=1C=C(C=CC1)NC1=NC=CC(=N1)C=1C=[N+](C=CC1)[O-] (N-(3-nitro-phenyl)-4-(N-oxido-3-pyridyl)-2-pyrimidine-amine). RXN SMILES: [N+:1]([C:4]1[CH:5]=[C:6]([NH:10][C:11]2[N:16]=[C:15]([C:17]3[CH:18]=[N:19][CH:20]=[CH:21][CH:22]=3)[CH:14]=[CH:13][N:12]=2)[CH:7]=[CH:8][CH:9]=1)([O-:3])=[O:2].ClC1C=CC=C(C(OO)=[O:31])C=1>C(Cl)Cl>[N+:1]([C:4]1[CH:5]=[C:6]([NH:10][C:11]2[N:16]=[C:15]([C:17]3[CH:18]=[N+:19]([O-:31])[CH:20]=[CH:21][CH:22]=3)[CH:14]=[CH:13][N:12]=2)[CH:7]=[CH:8][CH:9]=1)([O-:3])=[O:2]. Procedure details: 200 mg (0.68 mmol) of N-(3-nitrophenyl)-4-(3-pyridyl)-2-pyrimidine-amine are suspended in 5 ml of methylene chloride, and 225 mg (0.71 mmol) of 3-chloroperbenzoic acid are added. After 2 hours a further 10 ml of methylene chloride are added. The suspension is stirred for a further 20 hours at room temperature. Filtration and flash chromatography of the residue (methylene chloride:methanol:25% aqueous ammonia solution=90:10:1) yield N-(3-nitro-phenyl)-4-(N-oxido-3-pyridyl)-2-pyrimidine-amine; Rf ... Reactants: FC=1C=C(C(=O)CNC2=C(C=CC(=C2)OC)C2CC=3C=CC(=CC3CC2)OC(C(C)(C)C)=O)C=CC1O (pivalic acid 6-{2-[(3-fluoro-4-hydroxybenzoyl)methylamino]-4-methoxyphenyl}-5,6,7,8-tetrahydronaphthalen-2-yl ester), ClCC(=O)N1CCC2(OCCO2)CC1 (2-chloro-1-(1,4-dioxa-8-azaspiro[4.5]dec-8-yl)ethanone). Product: O1CCOC12CCN(CC2)CCOC2=C(C=C(CCNC1=C(C=CC(=C1)OC)C1CC=3C=CC(=CC3CC1)O)C=C2)F (6-{2-{{4-[2-(1,4-Dioxa-8-azaspiro[4.5]dec-8-yl)ethoxy]-3-fluorobenzyl}methylamino}-4-methoxyphenyl}-5,6,7,8-tetrahydronaphthalen-2-ol). Yield: 36.8%. As a reaction SMILES: [F:1][C:2]1[CH:3]=[C:4]([CH:34]=[CH:35][C:36]=1[OH:37])[C:5]([CH2:7][NH:8][C:9]1[CH:14]=[C:13]([O:15][CH3:16])[CH:12]=[CH:11][C:10]=1[CH:17]1[CH2:26][CH2:25][C:24]2[CH:23]=[C:22]([O:27]C(=O)C(C)(C)C)[CH:21]=[CH:20][C:19]=2[CH2:18]1)=O.Cl[CH2:39][C:40]([N:42]1[CH2:51][CH2:50][C:45]2([O:49][CH2:48][CH2:47][O:46]2)[CH2:44][CH2:43]1)=O>>[O:49]1[C:45]2([CH2:50][CH2:51][N:42]([CH2:40][CH2:39][O:37][C:36]3[CH:35]=[CH:34][C:4]([CH2:5][CH2:7][NH:8][C:9]4[CH:14]=[C:13]([O:15][CH3:16])[CH:12]=[CH:11][C:10]=4[CH:17]4[CH2:26][CH2:25][C:24]5[CH:23]=[C:22]([OH:27])[CH:21]=[CH:20][C:19]=5[CH2:18]4)=[CH:3][C:2]=3[F:1])[CH2:43][CH2:44]2)[O:46][CH2:47][CH2:48]1. Procedure: Synthesized from pivalic acid 6-{2-[(3-fluoro-4-hydroxybenzoyl)methylamino]-4-methoxyphenyl}-5,6,7,8-tetrahydronaphthalen-2-yl ester (20 mg) and 2-chloro-1-(1,4-dioxa-8-azaspiro[4.5]dec-8-yl)ethanone (17 mg) according to an analogous synthetic method to Example 404 and purified by LC-MS, the title compound (8.4 mg) was obtained. The reactants are N1=C(C=C(C=C1)C(=O)N)C(=O)N (pyridine-2,4-dicarboxamide), C1=CC(=CC(=C1)Cl)C(=O)OO (MCPBA). Product: N1=C(C=C(C=C1)C(=O)N)C(=O)[NH2]=O (Pyridine-2,4-dicarboxamide N-oxide). Reaction SMILES: [N:1]1[CH:6]=[CH:5][C:4]([C:7]([NH2:9])=[O:8])=[CH:3][C:2]=1[C:10]([NH2:12])=[O:11].C1C=C(Cl)C=C(C(OO)=[O:21])C=1>>[N:1]1[CH:6]=[CH:5][C:4]([C:7]([NH2:9])=[O:8])=[CH:3][C:2]=1[C:10]([NH2:12]=[O:21])=[O:11]. Procedure: From 1 g of pyridine-2,4-dicarboxamide and 1.2 g of MCPBA. Starting materials: hydroxy, C(C1=CC=CC=C1)OC1=NC(=NC(=N1)Cl)OC1=CC=CC=C1 (6-benzyloxy-2-chloro-4-phenoxy-1,3,5-triazine), C1(=CC=CC=C1)O (phenol), C(C)(C)N(C(C)C)CC (N,N-diisopropylethylamine). Solvent: ClCCl (dichloromethane), ClCCl (dichloromethane). The product is C(C1=CC=CC=C1)OC1=NC(=NC(=N1)OC1=CC=CC=C1)OC1=CC=CC=C1 (6-benzyloxy-2,4-diphenoxy-1,3,5-triazine). The yield is 98.5%. RXN SMILES: [CH2:1]([O:8][C:9]1[N:14]=[C:13](Cl)[N:12]=[C:11]([O:16][C:17]2[CH:22]=[CH:21][CH:20]=[CH:19][CH:18]=2)[N:10]=1)[C:2]1[CH:7]=[CH:6][CH:5]=[CH:4][CH:3]=1.[C:23]1([OH:29])[CH:28]=[CH:27][CH:26]=[CH:25][CH:24]=1.C(N(CC)C(C)C)(C)C>ClCCl>[CH2:1]([O:8][C:9]1[N:14]=[C:13]([O:29][C:23]2[CH:28]=[CH:27][CH:26]=[CH:25][CH:24]=2)[N:12]=[C:11]([O:16][C:17]2[CH:22]=[CH:21][CH:20]=[CH:19][CH:18]=2)[N:10]=1)[C:2]1[CH:7]=[CH:6][CH:5]=[CH:4][CH:3]=1. Procedure: Next, a synthesis method of the hydroxy group-protecting agent 2 will be explained. To a 30 mL eggplant flask, 470.6 mg (1.50 m mol) of 6-benzyloxy-2-chloro-4-phenoxy-1,3,5-triazine, 3.00 mL of dichloromethane, 178.8 mg (1.90 m mol) of phenol and 0.390 mL (1.90 m mol) of N,N-diisopropylethylamine were added, and reacted at 0 degree under a nitrogen atmosphere for 4 hours. After the reaction, 50 mL of dichloromethane was added, which was washed with 20 mL of 1 N hydrochloric acid, 20 mL of 1 N hy...